This data is from the Open Reaction Database (ORD), a public repository of structured organic reaction records. The task is: describe an organic reaction: reactants, conditions, products, and yield The reactants are C([O-])([O-])=O.[K+].[K+] (potassium carbonate), C(C)NC(NC1=C(C=C(C=C1)CCC1=NC=CC=C1)O)=O (2-[2-{4-(3-ethylureido)-3-hydroxyphenyl}ethyl]pyridine), polyphosphate ester, resultant solution. The solvent is C(C)(=O)OCC (ethyl acetate), O1CCCC1 (tetrahydrofuran), O (water). Conditions: time 1.5 hour. Yields the product N1=C(C=CC=C1)CCC1=CC2=C(N=C(O2)NCC)C=C1 (6-[2-(2-pyridyl)ethyl]-2-ethylaminobenzoxazole). Isolated yield 16.2%. RXN SMILES: [CH2:1]([NH:3][C:4](=[O:21])[NH:5][C:6]1[CH:11]=[CH:10][C:9]([CH2:12][CH2:13][C:14]2[CH:19]=[CH:18][CH:17]=[CH:16][N:15]=2)=[CH:8][C:7]=1O)[CH3:2].C(=O)([O-])[O-].[K+].[K+]>C(OCC)(=O)C.O1CCCC1.O>[N:15]1[CH:16]=[CH:17][CH:18]=[CH:19][C:14]=1[CH2:13][CH2:12][C:9]1[CH:10]=[CH:11][C:6]2[N:5]=[C:4]([NH:3][CH2:1][CH3:2])[O:21][C:7]=2[CH:8]=1 |f:1.2.3|. Procedure details: A mixture of 2-[2-{4-(3-ethylureido)-3-hydroxyphenyl}ethyl]pyridine (3.3 g) and polyphosphate ester (30 g) was stirred at 90° to 100° C. for 1.5 hours. The reaction mixture was dissolved in a mixture of ethyl acetate, tetrahydrofuran and water and the resultant solution was adjusted to pH 8 with potassium carbonate. The separated organic layer was washed with brine and dried over magnesium sulfate. The crude product obtained by concentration was purified by silica gel column chromatography eluti... The reactants are BrCC1CO1, O=C([O-])[O-], CC#N, Fc1ccc(C(c2ccc(F)cc2)N2CCNCC2)cc1, [K+], [K+]. Yields the product Fc1ccc(C(c2ccc(F)cc2)N2CCN(CC3CO3)CC2)cc1. Reaction SMILES: [Br:22][CH2:23][CH:24]1[CH2:25][O:26]1.[C:27](=[O:28])([O-:29])[O-:30].[CH3:33][C:34]#[N:35].[F:1][c:2]1[cH:3][cH:4][c:5]([CH:6]([c:7]2[cH:8][cH:9][c:10]([F:13])[cH:11][cH:12]2)[N:14]2[CH2:15][CH2:16][NH:17][CH2:18][CH2:19]2)[cH:20][cH:21]1.[K+:31].[K+:32]>>[F:1][c:2]1[cH:3][cH:4][c:5]([CH:6]([c:7]2[cH:8][cH:9][c:10]([F:13])[cH:11][cH:12]2)[N:14]2[CH2:15][CH2:16][N:17]([CH2:23][CH:24]3[CH2:25][O:26]3)[CH2:18][CH2:19]2)[cH:20][cH:21]1.